This data is from the Open Reaction Database (ORD), a public repository of structured organic reaction records. The task is: describe an organic reaction: reactants, conditions, products, and yield Starting materials: C[Li] (Methyl lithium), CN1N=C(C2=CC=CC=C12)C(=O)O (1-methyl-1H-indazole-3-carboxylic acid). Run in C1CCOC1 (THF). The product is CN1N=C(C2=CC=CC=C12)C(C)=O (1-(1-Methyl-1H-indazol-3-yl)ethanone). Reaction SMILES: [CH3:1][Li].[CH3:3][N:4]1[C:12]2[C:7](=[CH:8][CH:9]=[CH:10][CH:11]=2)[C:6]([C:13]([OH:15])=O)=[N:5]1>C1COCC1>[CH3:3][N:4]1[C:12]2[C:7](=[CH:8][CH:9]=[CH:10][CH:11]=2)[C:6]([C:13](=[O:15])[CH3:1])=[N:5]1. Procedure: Methyl lithium (1.58M solution in ether; 13.8 ml) was added dropwise to a stirred, cold (-60°) solution of 1-methyl-1H-indazole-3-carboxylic acid (1.77 g) in dry THF (60 ml) under nitrogen and stirring was continued while warming to 0° over 2 h. The reaction mixture was quenched with saturated ammonium chloride solution (50 ml), and the layers were separated. The aqueous layer was further extracted with dichloromethane (2×50 ml) and the combined organic layers were washed with brine (2×50 ml), d... The reactants are BrC=1C(=NC=CC1)C(=O)NC1=C2C=NNC2=CC(=C1)C1=C2C=CNC2=CC=C1 (3-Bromo-N-[6-(1H-indol-4-yl)-1H-indazol-4-yl]-2-pyridinecarboxamide), C(=O)([O-])[O-].[Na+].[Na+] (Na2CO3), C(=C)(C)B(O)O (isopropenylboronic acid). Reagents/catalysts: C=1C=CC(=CC1)[P](C=2C=CC=CC2)(C=3C=CC=CC3)[Pd]([P](C=4C=CC=CC4)(C=5C=CC=CC5)C=6C=CC=CC6)([P](C=7C=CC=CC7)(C=8C=CC=CC8)C=9C=CC=CC9)[P](C=1C=CC=CC1)(C=1C=CC=CC1)C=1C=CC=CC1 (Pd(PPh3)4). The solvent is O1CCOCC1 (1,4-dioxane). Reaction conditions: temperature 150 celsius. Product: N1C=CC2=C(C=CC=C12)C1=CC(=C2C=NNC2=C1)NC(=O)C1=NC=CC=C1C(=C)C (N-[6-(1H-Indol-4-yl)-1H-indazol-4-yl]-3-(1-methylethenyl)-2-pyridinecarboxamide). Reaction SMILES: Br[C:2]1[C:3]([C:8]([NH:10][C:11]2[CH:19]=[C:18]([C:20]3[CH:28]=[CH:27][CH:26]=[C:25]4[C:21]=3[CH:22]=[CH:23][NH:24]4)[CH:17]=[C:16]3[C:12]=2[CH:13]=[N:14][NH:15]3)=[O:9])=[N:4][CH:5]=[CH:6][CH:7]=1.[C:29](B(O)O)([CH3:31])=[CH2:30].C([O-])([O-])=O.[Na+].[Na+]>O1CCOCC1.C1C=CC([P]([Pd]([P](C2C=CC=CC=2)(C2C=CC=CC=2)C2C=CC=CC=2)([P](C2C=CC=CC=2)(C2C=CC=CC=2)C2C=CC=CC=2)[P](C2C=CC=CC=2)(C2C=CC=CC=2)C2C=CC=CC=2)(C2C=CC=CC=2)C2C=CC=CC=2)=CC=1>[NH:24]1[C:25]2[C:21](=[C:20]([C:18]3[CH:17]=[C:16]4[C:12]([CH:13]=[N:14][NH:15]4)=[C:11]([NH:10][C:8]([C:3]4[C:2]([C:29]([CH3:31])=[CH2:30])=[CH:7][CH:6]=[CH:5][N:4]=4)=[O:9])[CH:19]=3)[CH:28]=[CH:27][CH:26]=2)[CH:22]=[CH:23]1 |f:2.3.4,^1:50,52,71,90|. Procedure: 3-Bromo-N-[6-(1H-indol-4-yl)-1H-indazol-4-yl]-2-pyridinecarboxamide (0.25 g, 0.58 mmol) and isopropenylboronic acid pincaol ester (available from Aldrich, 0.12 ml, 0.64 mmol) were placed in a microwave vial and dissolved in 1,4-dioxane (4 ml). Pd(PPh3)4 (66 mg, 0.06 mmol) and Na2CO3 (0.58 ml, 1.16 mmol, 2 M aqueous solution) were added and the mixture was heated at 150° C. for 10 mins under microwave irradiation. The reaction mixture was filtered through Celite, washing with ethyl acetate. The o... Yields the product O=C=NS(=O)(=O)c1ccccc1-c1ccccc1. Reaction SMILES: [CH3:17][CH2:18][CH2:19][CH2:20][N:21]=[C:22]=[O:23].[Cl:32][C:33](=[O:34])[Cl:35].[Cl:36][c:37]1[cH:38][cH:39][cH:40][cH:41][cH:42]1.[N:24]12[CH2:25][CH2:26][N:27]([CH2:28][CH2:29]1)[CH2:30][CH2:31]2.[c:1]1(-[c:11]2[cH:12][cH:13][cH:14][cH:15][cH:16]2)[c:2]([S:7](=[O:8])(=[O:9])[NH2:10])[cH:3][cH:4][cH:5][cH:6]1>>[c:1]1(-[c:11]2[cH:12][cH:13][cH:14][cH:15][cH:16]2)[c:2]([S:7](=[O:8])(=[O:9])[N:10]=[C:22]=[O:23])[cH:3][cH:4][cH:5][cH:6]1. Starting materials: CCCCN=C=O, O=C(Cl)Cl, Clc1ccccc1, C1CN2CCN1CC2, NS(=O)(=O)c1ccccc1-c1ccccc1.